Task: describe an organic reaction: reactants, conditions, products, and yield. Dataset: the Open Reaction Database (ORD), a public repository of structured organic reaction records Starting materials: ClC=1C=C(C=C(C1C)Cl)C=1C=CC(NN1)=O (6-(3,5-dichloro-4-methylphenyl)-3-pyridazone), C1CN2CCN1CC2 (triethylenediamine), O1CCN(CC1)C(=O)Cl (morpholinocarbonyl chloride). Run in C(C)#N (acetonitrile). Run at time 30 minute. The product is ClC=1C=C(C=C(C1C)Cl)C1=CC=C(N=N1)OC(=O)N1CCOCC1 (6-(3,5-Dichloro-4-methylphenyl)-3-morpholinocarbonyloxypyridazine). Isolated yield 93.8%. Reaction SMILES: [Cl:1][C:2]1[CH:3]=[C:4]([C:10]2[CH:11]=[CH:12][C:13](=[O:16])[NH:14][N:15]=2)[CH:5]=[C:6]([Cl:9])[C:7]=1[CH3:8].C1N2CCN(CC2)C1.[O:25]1[CH2:30][CH2:29][N:28]([C:31](Cl)=[O:32])[CH2:27][CH2:26]1>C(#N)C>[Cl:1][C:2]1[CH:3]=[C:4]([C:10]2[N:15]=[N:14][C:13]([O:16][C:31]([N:28]3[CH2:29][CH2:30][O:25][CH2:26][CH2:27]3)=[O:32])=[CH:12][CH:11]=2)[CH:5]=[C:6]([Cl:9])[C:7]=1[CH3:8]. Procedure: 1.27 g of 6-(3,5-dichloro-4-methylphenyl)-3-pyridazone and 1.12 L g of triethylenediamine were suspended in 25 ml of acetonitrile, and then 1.5 g of morpholinocarbonyl chloride were added dropwise thereto. When the addition was complete, the mixture was stirred at room temperature for 30 minutes and then the white precipitate thus produced was removed by filtration. The filtrate was concentrated by evaporation under reduced pressure and then extracted with chloroform. The solvent was distilled u... The reactants are C1(=CC=CC=C1)B(O)O (phenylboronic acid), C(=O)([O-])[O-].[Na+].[Na+] (Na2CO3), CO (MeOH), C(C)(=O)C1=NC(=CC=C1)Br (2-acetyl-6-bromopyridine). Reagents/catalysts: C=1C=CC(=CC1)[P](C=2C=CC=CC2)(C=3C=CC=CC3)[Pd]([P](C=4C=CC=CC4)(C=5C=CC=CC5)C=6C=CC=CC6)([P](C=7C=CC=CC7)(C=8C=CC=CC8)C=9C=CC=CC9)[P](C=1C=CC=CC1)(C=1C=CC=CC1)C=1C=CC=CC1 ((Ph3P)4Pd). Run in C1(=CC=CC=C1)C (toluene), CCOCC (Et2O). Conditions: temperature 80 celsius, time 1 hour. Yields the product C(C)(=O)C1=NC(=CC=C1)C1=CC=CC=C1 (2-acetyl-6-phenylpyridine). Yield: 89.2%. As a reaction SMILES: [C:1]([C:4]1[CH:9]=[CH:8][CH:7]=[C:6](Br)[N:5]=1)(=[O:3])[CH3:2].[C:11]1(B(O)O)[CH:16]=[CH:15][CH:14]=[CH:13][CH:12]=1.C([O-])([O-])=O.[Na+].[Na+].CO>C1(C)C=CC=CC=1.C1C=CC([P]([Pd]([P](C2C=CC=CC=2)(C2C=CC=CC=2)C2C=CC=CC=2)([P](C2C=CC=CC=2)(C2C=CC=CC=2)C2C=CC=CC=2)[P](C2C=CC=CC=2)(C2C=CC=CC=2)C2C=CC=CC=2)(C2C=CC=CC=2)C2C=CC=CC=2)=CC=1.CCOCC>[C:1]([C:4]1[CH:9]=[CH:8][CH:7]=[C:6]([C:11]2[CH:16]=[CH:15][CH:14]=[CH:13][CH:12]=2)[N:5]=1)(=[O:3])[CH3:2] |f:2.3.4,^1:38,40,59,78|. Procedure details: To a Schlenk tube charged with a solution of 200 mg (1.0 mmol) of 2-acetyl-6-bromopyridine and 23 mg (0.02 mmol) of (Ph3P)4Pd in 10 mL of degassed toluene was added a solution. of 150 mg (1.2 mmol) phenylboronic acid and 270 mg (2.5 mmol) Na2CO3 in 8 mL of degassed 4:1H2O/MeOH. The biphasic mixture was heated to 80° C. with rapid stirring for 1 h. On cooling to RT, Et2O (50 mL) was added and the layers were separated. The organic layer was dried over Na2SO4 and the volatiles were removed by rota... The reactants are solution, CC(C[Mg]Cl)(C)C1=CC=CC=C1 (2-methyl-2-phenylpropylmagnesium chloride), FC(C(C(=O)OCC)=O)(F)F (ethyl trifluoropyruvate). The solvent is C(C)OCC (diethyl ether), C(C)OCC (diethyl ether), C1CCOC1 (THF). Reaction conditions: time 2 hour. The product is C(C)OC(C(CC(C)(C1=CC=CC=C1)C)(C(F)(F)F)O)=O (2-hydroxy-4-methyl-4-phenyl-2-trifluoromethylpentanoic acid ethyl ester), oil. The yield is 67.0%. As a reaction SMILES: [CH3:1][C:2]([C:7]1[CH:12]=[CH:11][CH:10]=[CH:9][CH:8]=1)([CH3:6])[CH2:3][Mg]Cl.[F:13][C:14]([F:23])([F:22])[C:15](=[O:21])[C:16]([O:18][CH2:19][CH3:20])=[O:17]>C(OCC)C.C1COCC1>[CH2:19]([O:18][C:16](=[O:17])[C:15]([OH:21])([C:14]([F:13])([F:22])[F:23])[CH2:3][C:2]([CH3:1])([C:7]1[CH:12]=[CH:11][CH:10]=[CH:9][CH:8]=1)[CH3:6])[CH3:20]. Procedure: To a room temperature solution of 45 mL (22.5 mmol) of a 0.5 M solution of 2-methyl-2-phenylpropylmagnesium chloride in diethyl ether was added 38 g (22.5 mmol) of ethyl trifluoropyruvate in 10 mL of anhydrous THF. The reaction became slightly warm to the touch and a white precipitate quickly developed. After 2 hours, the reaction was diluted with diethyl ether and quenched with 1 N aqueous HCl. The aqueous layer was separated and extracted with ether. The combined organic layers were dried over... The reactants are C1CCOC1, COC(=O)N=NC(=O)OC, CC(=O)Nc1ccc2c(c1)CCCC2O, c1ccc(P(c2ccccc2)c2ccccc2)cc1, CC(C)OC(=O)c1c[nH]cn1. Product: CC(=O)Nc1ccc2c(c1)CCCC2n1cncc1C(=O)OC(C)C. Reaction SMILES: [CH2:56]1[O:57][CH2:58][CH2:59][CH2:60]1.[N:46]([C:47]([O:48][CH3:49])=[O:50])=[N:51][C:52]([O:53][CH3:54])=[O:55].[OH:1][CH:2]1[c:3]2[cH:4][cH:5][c:6]([NH:12][C:13]([CH3:14])=[O:15])[cH:7][c:8]2[CH2:9][CH2:10][CH2:11]1.[c:27]1([P:28]([c:29]2[cH:30][cH:31][cH:32][cH:33][cH:34]2)[c:35]2[cH:36][cH:37][cH:38][cH:39][cH:40]2)[cH:41][cH:42][cH:43][cH:44][cH:45]1.[nH:16]1[cH:17][n:18][c:19]([C:21](=[O:22])[O:23][CH:24]([CH3:25])[CH3:26])[cH:20]1>>[CH:2]1([n:18]2[cH:17][n:16][cH:20][c:19]2[C:21](=[O:22])[O:23][CH:24]([CH3:25])[CH3:26])[c:3]2[cH:4][cH:5][c:6]([NH:12][C:13]([CH3:14])=[O:15])[cH:7][c:8]2[CH2:9][CH2:10][CH2:11]1. The reactants are CC(C=O)Oc1ccc(Oc2ccc(Br)cc2F)cc1, [Li]CCCC, CCOC(C)=O, CCCCCC, CC(C)NC(C)C, [Cl-], [NH4+]. Yields the product CCOC(=O)CC(O)C(C)Oc1ccc(Oc2ccc(Br)cc2F)cc1. As a reaction SMILES: [Br:19][c:20]1[cH:21][c:22]([F:38])[c:23]([O:24][c:25]2[cH:26][cH:27][c:28]([O:29][CH:30]([CH:31]=[O:32])[CH3:33])[cH:34][cH:35]2)[cH:36][cH:37]1.[CH2:8]([Li:9])[CH2:10][CH2:11][CH3:12].[CH3:13][CH2:14][O:15][C:16]([CH3:17])=[O:18].[CH3:41][CH2:42][CH2:43][CH2:44][CH2:45][CH3:46].[CH:1]([NH:2][CH:3]([CH3:4])[CH3:5])([CH3:6])[CH3:7].[Cl-:39].[NH4+:40]>>[CH3:13][CH2:14][O:15][C:16]([CH2:17][CH:31]([CH:30]([O:29][c:28]1[cH:27][cH:26][c:25]([O:24][c:23]2[c:22]([F:38])[cH:21][c:20]([Br:19])[cH:37][cH:36]2)[cH:35][cH:34]1)[CH3:33])[OH:32])=[O:18]. Reactants: CCC(C)Nc1cc(C(=O)OC)cc(N(C)S(C)(=O)=O)n1, Cl, [K+], [OH-], O. The product is [K+], CCC(C)Nc1cc(C(=O)[O-])cc(N(C)S(C)(=O)=O)n1. As a reaction SMILES: [CH3:1][O:2][C:3]([c:4]1[cH:5][c:6]([NH:16][CH:17]([CH3:18])[CH2:19][CH3:20])[n:7][c:8]([N:10]([CH3:11])[S:12](=[O:13])(=[O:14])[CH3:15])[cH:9]1)=[O:21].[ClH:24].[K+:23].[OH-:22].[OH2:25]>>[K+:23].[O:2]=[C:3]([c:4]1[cH:5][c:6]([NH:16][CH:17]([CH3:18])[CH2:19][CH3:20])[n:7][c:8]([N:10]([CH3:11])[S:12](=[O:13])(=[O:14])[CH3:15])[cH:9]1)[O-:21].